This data is from the Open Reaction Database (ORD), a public repository of structured organic reaction records. The task is: describe an organic reaction: reactants, conditions, products, and yield The reactants are C1CCOC1, CS(=O)(=O)N1CCN(CC(O)CCl)CC1, [Na+], [OH-], O. Product: CS(=O)(=O)N1CCN(CC2CO2)CC1. Reaction SMILES: [CH2:18]1[O:19][CH2:20][CH2:21][CH2:22]1.[Cl:3][CH2:4][CH:5]([CH2:6][N:7]1[CH2:8][CH2:9][N:10]([S:13](=[O:14])(=[O:15])[CH3:16])[CH2:11][CH2:12]1)[OH:17].[Na+:2].[OH-:1].[OH2:23]>>[CH2:4]1[CH:5]([CH2:6][N:7]2[CH2:8][CH2:9][N:10]([S:13](=[O:14])(=[O:15])[CH3:16])[CH2:11][CH2:12]2)[O:17]1. Reactants: FC=1C=C(C=CC1I)N1C(O[C@H](C1)CN1N=NC=C1)=O ((5R)-3-(3-fluoro-4-iodophenyl)-5-(1H-1,2,3-triazol-1-ylmethyl)-1,3-oxazolidin-2-one), FC=1C=C(C=CC1I)N1C(O[C@H](C1)CN1N=NC=C1)=O ((5R)-3-(3-fluoro-4-iodophenyl)-5-(1H-1,2,3-triazol-1-ylmethyl)-1,3-oxazolidin-2-one), C(CCC)[Sn](C1=CC(=NO1)C(=O)OCC)(CCCC)CCCC (ethyl 5-(tributylstannyl)isoxazole-3-carboxylate). Yields the product FC1=C(C=CC(=C1)N1C(O[C@H](C1)CN1N=NC=C1)=O)C1=CC(=NO1)C(=O)OCC (Ethyl 5-{2-fluoro-4-[(5R)-2-oxo-5-(1H-1,2,3-triazol-1-ylmethyl)-1,3-oxazolidin-3-yl]phenyl}isoxazole-3-carboxylate). RXN SMILES: [F:1][C:2]1[CH:3]=[C:4]([N:9]2[CH2:13][C@H:12]([CH2:14][N:15]3[CH:19]=[CH:18][N:17]=[N:16]3)[O:11][C:10]2=[O:20])[CH:5]=[CH:6][C:7]=1I.C([Sn](CCCC)(CCCC)[C:26]1[O:30][N:29]=[C:28]([C:31]([O:33][CH2:34][CH3:35])=[O:32])[CH:27]=1)CCC>>[F:1][C:2]1[CH:3]=[C:4]([N:9]2[CH2:13][C@H:12]([CH2:14][N:15]3[CH:19]=[CH:18][N:17]=[N:16]3)[O:11][C:10]2=[O:20])[CH:5]=[CH:6][C:7]=1[C:26]1[O:30][N:29]=[C:28]([C:31]([O:33][CH2:34][CH3:35])=[O:32])[CH:27]=1. Procedure details: The procedure is identical to that used in Example 1 except (5R)-3-(3-fluoro-4-iodophenyl)-5-(1H-1,2,3-triazol-1-ylmethyl)-1,3-oxazolidin-2-one (Intermediate 6, 582 mg, 1.50 mmol) and ethyl 5-(tributylstannyl)isoxazole-3-carboxylate (Sakamoto, T. et al., Tetrahedron, 1991, 47, 5111–5118); 806 mg, 1.87 mmol) were used as starting materials. The crude product was purified by chromatography on silica gel using EtOAc, followed by recrystallization from acetone/hexanes to give 175 mg of the title pro... The reactants are C(C)N1CCC(CC1)C1CCN(CC1)C(=O)OCC1=CC=CC=C1 (1-ethyl-4-[1-(phenylmethoxycarbonyl)-4-piperidinyl]piperidine), O (water), C(C)(=O)O (acetic acid), [H][H] (hydrogen), [H][H] (hydrogen). The reagents and catalysts are [Pd] (palladium/charcoal). The solvent is CO (methanol). Product: C(C)N1CCC(CC1)C1CCNCC1 (1-ethyl-4-(4-piperidinyl)piperidine). As a reaction SMILES: [CH2:1]([N:3]1[CH2:8][CH2:7][CH:6]([CH:9]2[CH2:14][CH2:13][N:12](C(OCC3C=CC=CC=3)=O)[CH2:11][CH2:10]2)[CH2:5][CH2:4]1)[CH3:2].O.C(O)(=O)C.[H][H]>CO.[Pd]>[CH2:1]([N:3]1[CH2:4][CH2:5][CH:6]([CH:9]2[CH2:14][CH2:13][NH:12][CH2:11][CH2:10]2)[CH2:7][CH2:8]1)[CH3:2]. Reported procedure: A solution of 7.6 g (0.023 mol) of 1-ethyl-4-[1-(phenylmethoxycarbonyl)-4-piperidinyl]piperidine in a mixture of 70 ml of methanol, 30 ml of water and 10 ml of glacial acetic acid was hydrogenated in the presence of 10% palladium/charcoal at room temperature and 3 bar of hydrogen pressure until the uptake of hydrogen had ceased. After working up in the usual way the desired compound was obtained as a colourless oil in a quantitative yield. Reactants: C(C)(=O)OCC (ethyl acetate), FC1=CC=C(C=C1)C(C(COCOC)N)(N)C1=CC=C(C=C1)F (1,1-bis(4-fluorophenyl)-3-methoxymethoxy-1,2-propanediamine), COC(=N)C1=CC(=CC=C1)C#N (3-cyanobenzeneimidic acid methyl ester), COC(=N)C1=CC(=CC=C1)C#N (3-cyanobenzeneimidic acid methyl ester). Run in CO (methanol). Conditions: time 17 hour. Product: C(#N)C=1C=C(C=CC1)C=1NC(C(N1)(C1=CC=C(C=C1)F)C1=CC=C(C=C1)F)COCOC (2-(3-cyanophenyl)-4,4-bis(4-fluorophenyl)-5-[(methoxymethoxy)methyl]-2-imidazoline). Yield: 49.8%. RXN SMILES: [F:1][C:2]1[CH:7]=[CH:6][C:5]([C:8]([C:17]2[CH:22]=[CH:21][C:20]([F:23])=[CH:19][CH:18]=2)([NH2:16])[CH:9]([NH2:15])[CH2:10][O:11][CH2:12][O:13][CH3:14])=[CH:4][CH:3]=1.CO[C:26]([C:28]1[CH:33]=[CH:32][CH:31]=[C:30]([C:34]#N)[CH:29]=1)=[NH:27].C(OCC)(=O)C>CO>[C:26]([C:28]1[CH:29]=[C:30]([C:34]2[NH:15][CH:9]([CH2:10][O:11][CH2:12][O:13][CH3:14])[C:8]([C:17]3[CH:18]=[CH:19][C:20]([F:23])=[CH:21][CH:22]=3)([C:5]3[CH:4]=[CH:3][C:2]([F:1])=[CH:7][CH:6]=3)[N:16]=2)[CH:31]=[CH:32][CH:33]=1)#[N:27]. Reported procedure: 1,1-bis(4-fluorophenyl)-3-methoxymethoxy-1,2-propanediamine (218 mg) was dissolved in methanol (3 mL), and to the solution was added 3-cyanobenzeneimidic acid methyl ester (266 mg), and the mixture was stirred at room temperature for 17 hrs. To the reaction mixture was added an additional amount of 3-cyanobenzeneimidic acid methyl ester (266 mg), and the reaction mixture was stirred at room temperature for 6 hrs. To the reaction mixture was added ethyl acetate (50 ml), and the organic layer was ... Product: Cc1ccccc1-n1c(CF)nc2ccc(N)cc2c1=O. Reaction SMILES: [C:27].[ClH:24].[F:1][CH2:2][c:3]1[n:4][c:5]2[cH:6][cH:7][c:8]([N+:21]([O-:22])=[O:23])[cH:9][c:10]2[c:11](=[O:20])[n:12]1-[c:13]1[c:14]([CH3:19])[cH:15][cH:16][cH:17][cH:18]1.[H:25][H:26].[Pd:28]>>[F:1][CH2:2][c:3]1[n:4][c:5]2[cH:6][cH:7][c:8]([NH2:21])[cH:9][c:10]2[c:11](=[O:20])[n:12]1-[c:13]1[c:14]([CH3:19])[cH:15][cH:16][cH:17][cH:18]1. Reactants: C, Cl, Cc1ccccc1-n1c(CF)nc2ccc([N+](=O)[O-])cc2c1=O, [H][H], [Pd]. Reactants: CC(C)(C)OC(=O)C1CCCN2C(=O)C(C)(CC(=O)NO)C(=O)N12, O=C(O)C(F)(F)F. The product is CC1(CC(=O)NO)C(=O)N2CCCC(C(=O)O)N2C1=O. Reaction SMILES: [OH:1][NH:2][C:3](=[O:4])[CH2:5][C:6]1([CH3:24])[C:7](=[O:23])[N:8]2[N:9]([CH2:10][CH2:11][CH2:12][CH:13]2[C:14](=[O:15])[O:16][C:17]([CH3:18])([CH3:19])[CH3:20])[C:21]1=[O:22].[OH:25][C:26]([C:27]([F:28])([F:29])[F:30])=[O:31]>>[OH:1][NH:2][C:3](=[O:4])[CH2:5][C:6]1([CH3:24])[C:7](=[O:23])[N:8]2[N:9]([CH2:10][CH2:11][CH2:12][CH:13]2[C:14](=[O:15])[OH:16])[C:21]1=[O:22].